Task: describe an organic reaction: reactants, conditions, products, and yield. Dataset: the Open Reaction Database (ORD), a public repository of structured organic reaction records The reactants are N1(CCCCC1)C1CCN(CC1)C1=NN=C(S1)NC1=NC=C(C(=N1)NC1=NC=C(N=C1OC)P(=O)(C)C)Cl (N2-[5-(1,4′-bipiperidin-1′-yl)-1,3,4-thiadiazol-2-yl]-5-chloro-N4-[5-(dimethylphosphoryl)-3-methoxypyrazin-2-yl]pyrimidine-2,4-diamine), CN1CCN(CC1)C1=NN=C(O1)CN (1-[5-(4-methylpiperazin-1-yl)-1,3,4-oxadiazol-2-yl]methanamine). The product is ClC=1C(=NC(=NC1)NCC=1OC(=NN1)N1CCN(CC1)C)NC1=NC=C(N=C1OC)P(=O)(C)C (5-chloro-N4-[5-(dimethylphosphoryl)-3-methoxypyrazin-2-yl]-N2-{[5-(4-methylpiperazin-1-yl)-1,3,4-oxadiazol-2-yl]methyl}pyrimidine-2,4-diamine). RXN SMILES: N1(C2CCN(C3S[C:16]([NH:18][C:19]4[N:24]=[C:23]([NH:25][C:26]5[C:31]([O:32][CH3:33])=[N:30][C:29]([P:34]([CH3:37])([CH3:36])=[O:35])=[CH:28][N:27]=5)[C:22]([Cl:38])=[CH:21][N:20]=4)=NN=3)CC2)CCCCC1.[CH3:39][N:40]1[CH2:45][CH2:44][N:43]([C:46]2[O:50][C:49](CN)=[N:48][N:47]=2)[CH2:42][CH2:41]1>>[Cl:38][C:22]1[C:23]([NH:25][C:26]2[C:31]([O:32][CH3:33])=[N:30][C:29]([P:34]([CH3:36])([CH3:37])=[O:35])=[CH:28][N:27]=2)=[N:24][C:19]([NH:18][CH2:16][C:49]2[O:50][C:46]([N:43]3[CH2:44][CH2:45][N:40]([CH3:39])[CH2:41][CH2:42]3)=[N:47][N:48]=2)=[N:20][CH:21]=1. Reported procedure: This compound can be prepared as in Example 32 by reacting 2,5-dichloro-N-[5-(dimethylphosphoryl)-3-methoxypyrazin-2-yl]pyrimidin-4-amine (as described in Example 51) with 1-[5-(4-methylpiperazin-1-yl)-1,3,4-oxadiazol-2-yl]methanamine. Reactants: O=C1NC(=O)C2(CC(c3ccccc3)Oc3ccc(Br)cc32)N1, C1COCCO1, COc1ccc(P2(=S)SP(=S)(c3ccc(OC)cc3)S2)cc1. Product: O=C1NC(=S)NC12CC(c1ccccc1)Oc1ccc(Br)cc12. Reaction SMILES: [Br:1][c:2]1[cH:3][c:4]2[c:9]([cH:10][cH:11]1)[O:8][CH:7]([c:12]1[cH:13][cH:14][cH:15][cH:16][cH:17]1)[CH2:6][C:5]21[NH:18][C:19](=[O:23])[NH:20][C:21]1=[O:22].[CH2:46]1[O:47][CH2:48][CH2:49][O:50][CH2:51]1.[CH3:24][O:25][c:26]1[cH:27][cH:28][c:29]([P:30]2(=[S:33])[S:31][P:32]([c:34]3[cH:35][cH:36][c:37]([O:38][CH3:39])[cH:40][cH:41]3)(=[S:42])[S:43]2)[cH:44][cH:45]1>>[Br:1][c:2]1[cH:3][c:4]2[c:9]([cH:10][cH:11]1)[O:8][CH:7]([c:12]1[cH:13][cH:14][cH:15][cH:16][cH:17]1)[CH2:6][C:5]21[NH:18][C:19](=[S:33])[NH:20][C:21]1=[O:22]. The reactants are COC(=O)c1ccc(Br)cc1CSC, O=C([O-])O, CC(=O)C1CC1, [H-], [Na+], [Na+], C1CCOC1. Yields the product CSCc1cc(Br)ccc1C(=O)CC(=O)C1CC1. As a reaction SMILES: [Br:7][c:8]1[cH:9][c:10]([CH2:18][S:19][CH3:20])[c:11]([C:12](=[O:13])[O:14][CH3:15])[cH:16][cH:17]1.[C:23](=[O:24])([OH:25])[O-:26].[CH3:1][C:2](=[O:3])[CH:4]1[CH2:5][CH2:6]1.[H-:21].[Na+:22].[Na+:27].[O:28]1[CH2:29][CH2:30][CH2:31][CH2:32]1>>[CH2:1]([C:2](=[O:3])[CH:4]1[CH2:5][CH2:6]1)[C:12]([c:11]1[c:10]([CH2:18][S:19][CH3:20])[cH:9][c:8]([Br:7])[cH:17][cH:16]1)=[O:13]. Reactants: ClC=1N=C(C=2N(C1)N=CC2C#N)O[C@H](C)[C@H]2CN(C(C2)=O)[C@H](C)C2=CC=C(C=C2)OC (6-chloro-4-((R)-1-((R)-1-((R)-1-(4-methoxyphenyl)ethyl)-5-oxopyrrolidin-3-yl)ethoxy)pyrazolo[1,5-a]pyrazine-3-carbonitrile). Solvent: C(=O)(C(F)(F)F)O (TFA). Run at temperature 70 celsius, time 6.5 hour. The product is ClC=1N=C(C=2N(C1)N=CC2C#N)O[C@H](C)[C@H]2CNC(C2)=O (6-chloro-4-((R)-1-((R)-5-oxopyrrolidin-3-yl)ethoxy)pyrazolo[1,5-a]pyrazine-3-carbonitrile). RXN SMILES: [Cl:1][C:2]1[N:3]=[C:4]([O:13][C@@H:14]([C@@H:16]2[CH2:20][C:19](=[O:21])[N:18]([C@@H](C3C=CC(OC)=CC=3)C)[CH2:17]2)[CH3:15])[C:5]2[N:6]([N:8]=[CH:9][C:10]=2[C:11]#[N:12])[CH:7]=1>C(O)(C(F)(F)F)=O>[Cl:1][C:2]1[N:3]=[C:4]([O:13][C@@H:14]([C@@H:16]2[CH2:20][C:19](=[O:21])[NH:18][CH2:17]2)[CH3:15])[C:5]2[N:6]([N:8]=[CH:9][C:10]=2[C:11]#[N:12])[CH:7]=1. Procedure details: Intermediate 5.64 (41 mg, 0.093 mmol) was dissolved in TFA (1.5 mL) and the resulting solution was heated to 70° C. After stirring 6.5 h, the reaction mixture was cooled and concentrated in vacuo. The resulting residue was partitioned between EtOAc, water, and brine. The phases were separated, and the aqueous phase was extracted with EtOAc. The combined organic phase was dried over Na2SO4, filtered, and concentrated to afford crude 6-chloro-4-((R)-1-((R)-5-oxopyrrolidin-3-yl)ethoxy)pyrazolo[1,5-... The reactants are COC(=O)CCCCCCCBr, O=c1[nH]c2cc(Cl)ccc2o1, [H-], [I-], [Na+], [Na+], CN(C)C=O. Yields the product COC(=O)CCCCCCCn1c(=O)oc2ccc(Cl)cc21. RXN SMILES: [CH3:14][O:15][C:16]([CH2:17][CH2:18][CH2:19][CH2:20][CH2:21][CH2:22][CH2:23][Br:24])=[O:25].[Cl:3][c:4]1[cH:5][cH:6][c:7]2[c:8]([nH:9][c:10](=[O:12])[o:11]2)[cH:13]1.[H-:2].[I-:27].[Na+:1].[Na+:26].[O:28]=[CH:29][N:30]([CH3:31])[CH3:32]>>[Cl:3][c:4]1[cH:5][cH:6][c:7]2[c:8]([n:9]([CH2:23][CH2:22][CH2:21][CH2:20][CH2:19][CH2:18][CH2:17][C:16]([O:15][CH3:14])=[O:25])[c:10](=[O:12])[o:11]2)[cH:13]1. The reactants are C(C)N1C=C(C(C2=C(C(=C(C=C12)F)F)NC)=O)C(=O)OCC (ethyl 1-ethyl-6,7-difluoro-5-(methylamino)-4-oxo-1,4-dihydroquinoline-3-carboxylate), ON1N=NC2=C1C=CC=C2 (1-hydroxybenzotriazole), CN(C)C=O (DMF), C(C)OC(=O)N1CCNCC1 (ethoxycarbonylpiperazine), CCN=C=NCCCN(C)C.Cl (WSC.HCl). Conditions: time 17 hour. Product: C1(CCCCC1)NC1=C(C=C2C(C(=CN(C2=C1)CC)C(=O)NCC(=O)N1CCN(CC1)C(=O)OCC)=O)F (ethyl 4-[({[7-(cyclohexylamino)-1-ethyl-6-fluoro-4-oxo-1,4-dihydroquinolin-3-yl]carbonyl}amino)acetyl]piperazine-1-carboxylate). RXN SMILES: [CH2:1]([N:3]1[C:12]2[C:7](=[C:8](NC)[C:9]([F:14])=[C:10](F)[CH:11]=2)[C:6](=[O:17])[C:5]([C:18]([O:20]CC)=O)=[CH:4]1)[CH3:2].[CH2:23]([O:25][C:26]([N:28]1[CH2:33][CH2:32][NH:31][CH2:30][CH2:29]1)=[O:27])[CH3:24].[CH3:34][CH2:35][N:36]=C=NCCCN(C)C.Cl.O[N:47]1[C:51]2[CH:52]=[CH:53][CH:54]=[CH:55][C:50]=2N=N1.CN(C=[O:60])C>>[CH:51]1([NH:47][C:10]2[CH:11]=[C:12]3[C:7]([C:6](=[O:17])[C:5]([C:18]([NH:36][CH2:35][C:34]([N:31]4[CH2:30][CH2:29][N:28]([C:26]([O:25][CH2:23][CH3:24])=[O:27])[CH2:33][CH2:32]4)=[O:60])=[O:20])=[CH:4][N:3]3[CH2:1][CH3:2])=[CH:8][C:9]=2[F:14])[CH2:50][CH2:55][CH2:54][CH2:53][CH2:52]1 |f:2.3|. Procedure: 210 mg of the compound of Example 161 was suspended in 5.0 ml of DMF, to which 0.1 ml of ethoxycarbonylpiperazine, 130 mg of WSC.HCl and 100 mg of 1-hydroxybenzotriazole were added sequentially to the resulting reaction mixture under ice cooling, for stirring at ambient temperature for 17 hours. The reaction mixture was concentrated under reduced pressure, to which water was added for chloroform extraction. The resulting organic layer was washed sequentially with aqueous saturated NaHCO3 and aqu... Reactants: ClC=1C2=C(N=CN1)NC=C2 (4-chloro-7H-pyrrolo[2,3-d]pyrimidine), CC(C)([O-])C.[K+] (potassium tert-butoxide), O (water), C1(=CC=CC=C1)S(=O)(=O)Cl (Benzenesulfonyl chloride). Run in C1CCOC1 (THF). Reaction conditions: time 3 hour. The product is ClC=1C2=C(N=CN1)N(C=C2)S(=O)(=O)C2=CC=CC=C2 (4-chloro-7-(phenylsulfonyl)-7H-pyrrolo[2,3-d]pyrimidine). Reaction SMILES: [Cl:1][C:2]1[C:3]2[CH:10]=[CH:9][NH:8][C:4]=2[N:5]=[CH:6][N:7]=1.CC(C)([O-])C.[K+].[C:17]1([S:23](Cl)(=[O:25])=[O:24])[CH:22]=[CH:21][CH:20]=[CH:19][CH:18]=1.O>C1COCC1>[Cl:1][C:2]1[C:3]2[CH:10]=[CH:9][N:8]([S:23]([C:17]3[CH:22]=[CH:21][CH:20]=[CH:19][CH:18]=3)(=[O:25])=[O:24])[C:4]=2[N:5]=[CH:6][N:7]=1 |f:1.2|. Procedure: To a solution of 4-chloro-7H-pyrrolo[2,3-d]pyrimidine (10 g, 0.065 mol) in THF (300 mL) was added potassium tert-butoxide (9.15 g, 0.082 mol) at r.t. over 5 min. A slight exotherm was noticed and suspension was cooled with the aid of a water bath. Benzenesulfonyl chloride (10.5 mL, 0.082 mol) was then added drop-wise over a period of 10 min and the resulting suspension stirred for a further 3 h. Then water (20 mL) was added drop-wise and the solution was then stirred for 15 min. The solvent was ... Starting materials: Cl.ClCCOCC=1N=CNC1 (4-(2-chloroethoxymethyl)imidazole hydrochloride), [N-]=[N+]=[N-].[Na+] (sodium azide). Solvent: CN(C=O)C (dimethylformamide). Reaction conditions: time 8 hour. The product is N(=[N+]=[N-])CCOCC=1N=CNC1 (4-(2-azidoethoxymethyl)imidazole). The yield is 57.7%. RXN SMILES: Cl.Cl[CH2:3][CH2:4][O:5][CH2:6][C:7]1[N:8]=[CH:9][NH:10][CH:11]=1.[N-:12]=[N+:13]=[N-:14].[Na+]>CN(C)C=O>[N:12]([CH2:3][CH2:4][O:5][CH2:6][C:7]1[N:8]=[CH:9][NH:10][CH:11]=1)=[N+:13]=[N-:14] |f:0.1,2.3|. Procedure: A stirred suspension of 4-(2-chloroethoxymethyl)imidazole hydrochloride (14.7 g.) and sodium azide (9.8 g.) in dry dimethylformamide (103 ml.) was maintained at 95° for 5 hours and then set aside overnight at room temperature. Following dilution with water and filtration, the filtrate was concentrated and the residue purified by chromatography on a dry column of alumina using ethanol. The product was basified with potassium carbonate (6.5 g.) in water (3 ml.) and the anhydrous residue was extrac... Reactants: BrC1=C2C=CC=C(C2=CC=C1)O (5-bromo-1-naphthol), [H-].[Na+] (sodium hydride), O (Water), COCCl (chloromethyl methyl ether). Solvent: CN(C=O)C (N,N-dimethylformamide). Run at time 10 minute. Yields the product BrC1=C2C=CC=C(C2=CC=C1)OCOC (5-bromo-1-methoxymethoxy naphthalene). Reaction SMILES: [Br:1][C:2]1[CH:11]=[CH:10][CH:9]=[C:8]2[C:3]=1[CH:4]=[CH:5][CH:6]=[C:7]2[OH:12].[H-].[Na+].[CH3:15][O:16][CH2:17]Cl.O>CN(C)C=O>[Br:1][C:2]1[CH:11]=[CH:10][CH:9]=[C:8]2[C:3]=1[CH:4]=[CH:5][CH:6]=[C:7]2[O:12][CH2:15][O:16][CH3:17] |f:1.2|. Procedure details: 6.0 g of 5-bromo-1-naphthol was dissolved in 50 ml of N,N-dimethylformamide, to which 1.2 g of 60% sodium hydride was added. After stirring at a room temperature for 10 min, it was cooled to 0° C., to which 3.5 ml of chloromethyl methyl ether was added and stirred for 10 min. Water was added to the reaction solution, which was extracted with ethyl acetate. The extract was washed with a saturated aqueous solution of sodium chloride, dried over anhydrous magnesium sulfate and then the solvent was ...